This data is from the Open Reaction Database (ORD), a public repository of structured organic reaction records. The task is: describe an organic reaction: reactants, conditions, products, and yield Run at time 30 minute. Reactants: C1(=CC=CC=C1)C(O)C1=CC=CC=C1 (Diphenylmethanol), SCC(C(=O)N1[C@H](C(=O)O)CCC1)CC1=CC=CC=C1 (1-(3-mercapto-2-benzylpropanoyl)-L-proline). Reaction SMILES: [C:1]1([CH:7]([C:9]2[CH:14]=[CH:13][CH:12]=[CH:11][CH:10]=2)O)[CH:6]=[CH:5][CH:4]=[CH:3][CH:2]=1.[SH:15][CH2:16][CH:17]([CH2:28][C:29]1[CH:34]=[CH:33][CH:32]=[CH:31][CH:30]=1)[C:18]([N:20]1[CH2:27][CH2:26][CH2:25][C@H:21]1[C:22]([OH:24])=[O:23])=[O:19]>FC(F)(F)C(O)=O>[C:1]1([CH:7]([C:9]2[CH:14]=[CH:13][CH:12]=[CH:11][CH:10]=2)[S:15][CH2:16][CH:17]([CH2:28][C:29]2[CH:34]=[CH:33][CH:32]=[CH:31][CH:30]=2)[C:18]([N:20]2[CH2:27][CH2:26][CH2:25][C@H:21]2[C:22]([OH:24])=[O:23])=[O:19])[CH:6]=[CH:5][CH:4]=[CH:3][CH:2]=1. The solvent is FC(C(=O)O)(F)F (trifluoroacetic acid). Procedure: Diphenylmethanol (0.92 g) and 1-(3-mercapto-2-benzylpropanoyl)-L-proline (1.5 g) are dissolved in trifluoroacetic acid (10 ml) and the solution is kept at room temperature for 30 minutes. The excess trifluoroacetic acid is removed in vacuo to yield 1-[3-[(diphenylmethyl)thio]-2-benzylpropanoyl]-L-proline. The product is C1(=CC=CC=C1)C(SCC(C(=O)N1[C@H](C(=O)O)CCC1)CC1=CC=CC=C1)C1=CC=CC=C1 (1-[3-[(diphenylmethyl)thio]-2-benzylpropanoyl]-L-proline). The reactants are C(C1=CC=CC=C1)OC(=O)[C@H]1N(CCC1)C([C@H](C1=CC=CC=C1)NC(=O)OC(C)(C)C)=O ((S,S)-1-(2-tert-butoxycarbonylamino-2-phenyl-acetyl)-pyrrolidine-2-carboxylic acid benzyl ester), C(C)(C)(C)OC(=O)N[C@@H](C(=O)N1[C@@H](CCC1)C(=O)O)C1=CC=CC=C1 ((S,R)-1-(2-tert-butoxycarbonylamino-2-phenylacetyl)-pyrrolidine-2-carboxylic acid). Yields the product C(C)(C)(C)OC(=O)N[C@H](C(=O)N1[C@@H](CCC1)C(=O)O)C1=CC=CC=C1 ((S,S)-1-(2-tert-butoxycarbonylamino-2-phenyl-acetyl)-pyrrolidine-2-carboxylic acid). RXN SMILES: C([O:8][C:9]([C@@H:11]1[CH2:15][CH2:14][CH2:13][N:12]1[C:16](=[O:32])[C@@H:17]([NH:24][C:25]([O:27][C:28]([CH3:31])([CH3:30])[CH3:29])=[O:26])[C:18]1[CH:23]=[CH:22][CH:21]=[CH:20][CH:19]=1)=[O:10])C1C=CC=CC=1.C(OC(N[C@H](C1C=CC=CC=1)C(N1CCC[C@H]1C(O)=O)=O)=O)(C)(C)C>>[C:28]([O:27][C:25]([NH:24][C@@H:17]([C:18]1[CH:23]=[CH:22][CH:21]=[CH:20][CH:19]=1)[C:16]([N:12]1[CH2:13][CH2:14][CH2:15][C@H:11]1[C:9]([OH:10])=[O:8])=[O:32])=[O:26])([CH3:31])([CH3:29])[CH3:30]. Procedure details: Compound 22 was synthesized from compound 21, following the procedure as described for compound 3a, as a foam. MS (ESI, EY) m/z=347 (MH−). The reactants are C(CC(O)(C(=O)O)CC(=O)O)(=O)O (citric acid), F[B-](F)(F)F.N1(N=NC2=C1C=CC=C2)OC(=[N+](C)C)N(C)C (O-(benzotriazol-1-yl)-N,N,N′,N′-tetramethyluronium tetrafluoroborate), C(C)(C)N(CC)C(C)C (diisopropylethylamine), BrC1=NC=CC(=C1)COC1=CC=C(C(=O)NC[C@@H](C(=O)O)N2CCCCC2)C=C1 ((S)-3-[4-(2-bromopyridin-4-ylmethoxy)benzoylamino]-2-piperidin-1-ylpropanoic acid), aqueous solution, C(O)([O-])=O.[Na+] (sodium hydrogen carbonate), O-tert-butyldimethysilylhydroxylamine. Solvent: O (water), CN(C=O)C (dimethylformamide), CN(C=O)C (dimethylformamide). Run at time 20 minute. The product is BrC1=NC=CC(=C1)COC1=CC=C(C(=O)NC[C@H](N2CCCCC2)C(NO)=O)C=C1 (4-(2-bromopyridin-4-ylmethoxy)-N—((S)-2-hydroxycarbamoyl-2-piperidin-1-ylethyl)benzamide). The yield is 10.5%. RXN SMILES: F[B-](F)(F)F.[N:6]1([O:15]C(N(C)C)=[N+](C)C)C2C=CC=CC=2N=N1.C(N(C(C)C)CC)(C)C.[Br:32][C:33]1[CH:38]=[C:37]([CH2:39][O:40][C:41]2[CH:60]=[CH:59][C:44]([C:45]([NH:47][CH2:48][C@H:49]([N:53]3[CH2:58][CH2:57][CH2:56][CH2:55][CH2:54]3)[C:50](O)=[O:51])=[O:46])=[CH:43][CH:42]=2)[CH:36]=[CH:35][N:34]=1.C(O)(=O)CC(CC(O)=O)(C(O)=O)O.C(=O)([O-])O.[Na+]>CN(C)C=O.O>[Br:32][C:33]1[CH:38]=[C:37]([CH2:39][O:40][C:41]2[CH:42]=[CH:43][C:44]([C:45]([NH:47][CH2:48][C@@H:49]([C:50](=[O:51])[NH:6][OH:15])[N:53]3[CH2:58][CH2:57][CH2:56][CH2:55][CH2:54]3)=[O:46])=[CH:59][CH:60]=2)[CH:36]=[CH:35][N:34]=1 |f:0.1,5.6|. Procedure details: 130 mg (0.4 mmol) of O-(benzotriazol-1-yl)-N,N,N′,N′-tetramethyluronium tetrafluoroborate and 0.2 ml (1.2 mmol) of diisopropylethylamine are added to a solution of 185 mg (0.4 mmol) of (S)-3-[4-(2-bromopyridin-4-ylmethoxy)benzoylamino]-2-piperidin-1-ylpropanoic acid in 10 ml of dimethylformamide. After stirring for 20 minutes at ambient temperature, 65 mg (0.4 mmol) of O-tert-butyldimethysilylhydroxylamine diluted in 3 ml of dimethylformamide are added. The reaction medium is stirred at ambient ... Reactants: O=C([O-])[O-], CC(=O)O, COc1cccc([N+](=O)[O-])c1Cl, [Fe], [Na+], [Na+], O. Yields the product COc1cccc(N)c1Cl. As a reaction SMILES: [C:13](=[O:14])([O-:15])[O-:16].[CH3:19][C:20](=[O:21])[OH:22].[Cl:1][c:2]1[c:3]([O:11][CH3:12])[cH:4][cH:5][cH:6][c:7]1[N+:8]([O-:9])=[O:10].[Fe:24].[Na+:17].[Na+:18].[OH2:23]>>[Cl:1][c:2]1[c:3]([O:11][CH3:12])[cH:4][cH:5][cH:6][c:7]1[NH2:8].